From a dataset of the Open Reaction Database (ORD), a public repository of structured organic reaction records. describe an organic reaction: reactants, conditions, products, and yield Reactants: CCC(=O)OCCc1ccc(-n2c(CC)nc3cc([N+](=O)[O-])ccc32)cc1, CCO, [Cl-], [Fe], [NH4+], O. Yields the product CCC(=O)OCCc1ccc(-n2c(CC)nc3cc(N)ccc32)cc1. As a reaction SMILES: [C:1]([CH2:2][CH3:3])(=[O:4])[O:5][CH2:6][CH2:7][c:8]1[cH:9][cH:10][c:11](-[n:14]2[c:15]([CH2:26][CH3:27])[n:16][c:17]3[c:18]2[cH:19][cH:20][c:21]([N+:23]([O-:24])=[O:25])[cH:22]3)[cH:12][cH:13]1.[CH2:31]([OH:32])[CH3:33].[Cl-:28].[Fe:34].[NH4+:29].[OH2:30]>>[C:1]([CH2:2][CH3:3])(=[O:4])[O:5][CH2:6][CH2:7][c:8]1[cH:9][cH:10][c:11](-[n:14]2[c:15]([CH2:26][CH3:27])[n:16][c:17]3[c:18]2[cH:19][cH:20][c:21]([NH2:23])[cH:22]3)[cH:12][cH:13]1. The reactants are O=C([O-])[O-], NC1=NC2(COC1)c1cc(-c3cccnc3F)ccc1Oc1c(F)cc(OS(=O)(=O)C(F)(F)F)cc12, OB(O)c1ccnc(F)c1, [K+], [K+], C1COCCO1. Product: NC1=NC2(COC1)c1cc(-c3cccnc3F)ccc1Oc1c(F)cc(-c3ccnc(F)c3)cc12. Reaction SMILES: [C:47](=[O:48])([O-:49])[O-:50].[F:1][C:2]([F:3])([F:4])[S:5]([O:6][c:7]1[cH:8][c:9]([F:34])[c:10]2[c:25]([cH:26]1)[C:18]1([c:17]3[c:12]([cH:13][cH:14][c:15](-[c:27]4[c:28]([F:33])[n:29][cH:30][cH:31][cH:32]4)[cH:16]3)[O:11]2)[CH2:19][O:20][CH2:21][C:22]([NH2:24])=[N:23]1)(=[O:35])=[O:36].[F:37][c:38]1[n:39][cH:40][cH:41][c:42]([B:44]([OH:45])[OH:46])[cH:43]1.[K+:51].[K+:52].[O:53]1[CH2:54][CH2:55][O:56][CH2:57][CH2:58]1>>[c:7]1(-[c:42]2[cH:41][cH:40][n:39][c:38]([F:37])[cH:43]2)[cH:8][c:9]([F:34])[c:10]2[c:25]([cH:26]1)[C:18]1([c:17]3[c:12]([cH:13][cH:14][c:15](-[c:27]4[c:28]([F:33])[n:29][cH:30][cH:31][cH:32]4)[cH:16]3)[O:11]2)[CH2:19][O:20][CH2:21][C:22]([NH2:24])=[N:23]1.